Dataset: the Open Reaction Database (ORD), a public repository of structured organic reaction records. Task: describe an organic reaction: reactants, conditions, products, and yield Reactants: N#Cc1cccc(OCC(O)CN)c1, O=C([O-])O, CC(C)(C)Br, CN(C)C=O, [Na+], C1CCOC1. Yields the product CC(C)(C)NCC(O)COc1cccc(C#N)c1. As a reaction SMILES: [C:1](#[N:2])[c:3]1[cH:4][c:5]([O:6][CH2:7][CH:8]([CH2:9][NH2:10])[OH:11])[cH:12][cH:13][cH:14]1.[C:20](=[O:21])([OH:22])[O-:23].[C:25]([CH3:26])([CH3:27])([CH3:28])[Br:29].[CH3:30][N:31]([CH3:32])[CH:33]=[O:34].[Na+:24].[O:15]1[CH2:16][CH2:17][CH2:18][CH2:19]1>>[C:1](#[N:2])[c:3]1[cH:4][c:5]([O:6][CH2:7][CH:8]([CH2:9][NH:10][C:25]([CH3:26])([CH3:27])[CH3:28])[OH:11])[cH:12][cH:13][cH:14]1. Starting materials: Cl.C(C)N=C=NCCCN(C)C (1-ethyl-3-(3′-dimethylaminopropyl)carbodiimide hydrochloride), substituted aniline, CN(C)C=O (DMF), OC1=CC=CC=2NN=NC21 (hydroxybenzotriazole), C(C)(C)N(CC)C(C)C (diisopropyl ethyl amine). Product: C(C1=CC=CC=C1)(=O)N (benzamide). As a reaction SMILES: Cl.C(N=C=NCCCN(C)C)C.O[C:14]1[C:22]2N=NN[C:18]=2[CH:17]=[CH:16][CH:15]=1.C(N(C(C)C)CC)(C)C.C[N:33]([CH:35]=[O:36])C>>[C:35]([NH2:33])(=[O:36])[C:14]1[CH:22]=[CH:18][CH:17]=[CH:16][CH:15]=1 |f:0.1|. Procedure details: Ester compound 3 is converted to the free carboxylic acid, and is then reacted with substituted aniline compound 4 to yield an arylamide of formula 5. For example, LiOH is added to a stirred solution of 3 in a mixture of solvents. The volatiles are removed under vacuum, and the residue is diluted with water and acidified to about pH 3. The resulting solids are filtered, washed with water and dried under vacuum to furnish a carboxylic acid intermediate. The intermediate is dissolved in a solvent ... Reactants: N(=NC(=O)OCC)C(=O)OCC (Diethyl azodicarboxylate), C(C1=CC=CC=C1)(C1=CC=CC=C1)(C1=CC=CC=C1)NC=1SC=C(N1)/C(/C(=O)OCC)=N/O (Ethyl 2-(2-tritylaminothiazol-4-yl)-(Z)-2-(hydroxyimino)acetate), C1(=CC=CC=C1)P(C1=CC=CC=C1)C1=CC=CC=C1 (triphenylphosphine), Cl[C@@H]1CC[C@H](CC1)O (trans-4-chlorocyclohexanol). The solvent is C1=CC=CC=C1 (benzene). The product is C(C1=CC=CC=C1)(C1=CC=CC=C1)(C1=CC=CC=C1)NC=1SC=C(N1)/C(/C(=O)OCC)=N/O[C@@H]1CC[C@@H](CC1)Cl (Ethyl 2-(2-tritylaminothiazol-4-yl)-(Z)-2-(cis-4-chlorocyclohexyloxyimino)acetate). Isolated yield 19.7%. As a reaction SMILES: [C:1]([NH:20][C:21]1[S:22][CH:23]=[C:24](/[C:26](=[N:32]/[OH:33])/[C:27]([O:29][CH2:30][CH3:31])=[O:28])[N:25]=1)([C:14]1[CH:19]=[CH:18][CH:17]=[CH:16][CH:15]=1)([C:8]1[CH:13]=[CH:12][CH:11]=[CH:10][CH:9]=1)[C:2]1[CH:7]=[CH:6][CH:5]=[CH:4][CH:3]=1.C1(P(C2C=CC=CC=2)C2C=CC=CC=2)C=CC=CC=1.[Cl:53][C@H:54]1[CH2:59][CH2:58][C@H:57](O)[CH2:56][CH2:55]1.N(C(OCC)=O)=NC(OCC)=O>C1C=CC=CC=1>[C:1]([NH:20][C:21]1[S:22][CH:23]=[C:24](/[C:26](=[N:32]/[O:33][C@H:57]2[CH2:58][CH2:59][C@@H:54]([Cl:53])[CH2:55][CH2:56]2)/[C:27]([O:29][CH2:30][CH3:31])=[O:28])[N:25]=1)([C:14]1[CH:19]=[CH:18][CH:17]=[CH:16][CH:15]=1)([C:8]1[CH:9]=[CH:10][CH:11]=[CH:12][CH:13]=1)[C:2]1[CH:7]=[CH:6][CH:5]=[CH:4][CH:3]=1. Reported procedure: Ethyl 2-(2-tritylaminothiazol-4-yl)-(Z)-2-(hydroxyimino)acetate (0.91 g), triphenylphosphine (0.58 g) and trans-4-chlorocyclohexanol (0.54 g) were dissolved together in anhydrous benzene (20 ml). Diethyl azodicarboxylate (0 35 ml) was added and the solution heated at reflux for 16 h with exclusion of moisture. Evaporation of solvent followed by chromatography afforded the title compound as a near colourless gum (225 mg, 20%); νmax (KBr) 1737, 1595 (w), 1529, 1491 and 1446 cm-1 ; δHH (CDCl3) 1.39... Reactants: C[Li] (methyllithium), O (water), CC(C=O)CCC1C(C(=CC1)C)(C)C (2-methyl-4-(2,2,3-trimethylcyclopent-3-en-1-yl)butanal), C[Li] (methyllithium), S(=O)(=O)([O-])[O-].[Na+].[Na+] (sodium sulfate). Run in C(C)OCC (ethyl ether), C(C)OCC (ethyl ether). Conditions: temperature 0 celsius, time 1 hour. The product is CC(C(C)O)CCC1C(C(=CC1)C)(C)C (3-methyl-5-(2,2,3-trimethylcyclopent-3-en-1-yl)pentan-2-ol). Isolated yield 81.0%. Reaction SMILES: [CH3:1][CH:2]([CH2:5][CH2:6][CH:7]1[CH2:11][CH:10]=[C:9]([CH3:12])[C:8]1([CH3:14])[CH3:13])[CH:3]=[O:4].[CH3:15][Li].S([O-])([O-])(=O)=O.[Na+].[Na+].O>C(OCC)C>[CH3:1][CH:2]([CH2:5][CH2:6][CH:7]1[CH2:11][CH:10]=[C:9]([CH3:12])[C:8]1([CH3:13])[CH3:14])[CH:3]([OH:4])[CH3:15] |f:2.3.4|. Procedure details: A solution of 20.8 g (0.12 mole) of 2-methyl-4-(2,2,3-trimethylcyclopent-3-en-1-yl)butanal dissolved in ethyl ether-anhydrous (50 ml) was added to a stirred solution of methyllithium (1.7 M) in ethyl ether (250 ml; 0.14 mole) which was previously cooled to 0° C. The mixture was stirred at 0°-5° C for 1.0 hour and then heated at reflux (36° C) for 3.0 hours. The mixture was cooled to 0° C and excess methyllithium was decomposed by slow dropwise addition of saturated sodium sulfate solution (50 ml... Reactants: CN(N)C(=S)NC (2,4-dimethyl-thiosemicarbazide), C1(=CC=CC=C1)C(CCCCl)=O (1-phenyl-4-chlorobutan-1-one). The solvent is C(C)(C)O (isopropanol). Run at time 48 hour. Product: CN1C2(N(N(C1=S)C)CCC2)C2=CC=CC=C2 (5,6,7,7a-tetrahydro-1,3-dimethyl-7a-phenyl-1H-pyrrolo[1,2-b][1,2,4]triazole-2(3H)-thione). As a reaction SMILES: [CH3:1][N:2]([C:4]([NH:6][CH3:7])=[S:5])[NH2:3].[C:8]1([C:14](=O)[CH2:15][CH2:16][CH2:17]Cl)[CH:13]=[CH:12][CH:11]=[CH:10][CH:9]=1>C(O)(C)C>[CH3:7][N:6]1[C:4](=[S:5])[N:2]([CH3:1])[N:3]2[CH2:17][CH2:16][CH2:15][C:14]12[C:8]1[CH:13]=[CH:12][CH:11]=[CH:10][CH:9]=1. Procedure: A solution of 4.0 g of 2,4-dimethyl-thiosemicarbazide and 6.7 g of 1-phenyl-4-chlorobutan-1-one in 165 ml of isopropanol is refluxed for 48 hours. The mixture is then allowed to cool to room temperature and stirred for an additional 48 hours. The solvent is evaporated, the residue is dissolved in methylene chloride, and the methylene chloride solution is washed with saturated aqueous sodium bicarbonate and with saturated aqueous sodium chloride and dried over sodium sulfate. Evaporation of the s...